From a dataset of the Open Reaction Database (ORD), a public repository of structured organic reaction records. describe an organic reaction: reactants, conditions, products, and yield Starting materials: CC(C)(C)OC(=O)N1CCCN(c2ccccc2C#N)CC1, CCO, [H][H], N. The product is CC(C)(C)OC(=O)N1CCCN(c2ccccc2CN)CC1. Reaction SMILES: [C:1]([CH3:2])([CH3:3])([CH3:4])[O:5][C:6](=[O:7])[N:8]1[CH2:9][CH2:10][N:11]([c:15]2[c:16]([C:21]#[N:22])[cH:17][cH:18][cH:19][cH:20]2)[CH2:12][CH2:13][CH2:14]1.[CH3:26][CH2:27][OH:28].[H:23][H:24].[NH3:25]>>[C:1]([CH3:2])([CH3:3])([CH3:4])[O:5][C:6](=[O:7])[N:8]1[CH2:9][CH2:10][N:11]([c:15]2[c:16]([CH2:21][NH2:22])[cH:17][cH:18][cH:19][cH:20]2)[CH2:12][CH2:13][CH2:14]1. Reactants: saturated solution, C(\C=C\C(=O)O)(=O)O (fumaric acid), FC(C1=CC=C(C=C1)C=1N(C=CC1)CCNC(C)=O)(F)F (N-[2-[2-[4-(Trifluoromethyl)phenyl]-pyrrol-1-yl]ethyl]acetamide), P(=O)(Cl)(Cl)Cl (phosphorus oxychloride), [OH-].[Na+] (sodium hydroxide), C(Cl)Cl.[OH-].[Na+] (sodium hydroxide methylene chloride). The solvent is C(C)O (ethanol). Run at time 1 hour. The product is C(\C=C\C(=O)O)(=O)O.CC=1C=2N(CCN1)C(=CC2)C2=CC=C(C=C2)C(F)(F)F (3,4-dihydro-1-methyl-6-[4-(trifluoro-methyl)phenyl]pyrrolo[1,2-a]pyrazine fumarate). The yield is 76.0%. RXN SMILES: [F:1][C:2]([F:21])([F:20])[C:3]1[CH:8]=[CH:7][C:6]([C:9]2[N:10]([CH2:14][CH2:15][NH:16][C:17](=O)[CH3:18])[CH:11]=[CH:12][CH:13]=2)=[CH:5][CH:4]=1.P(Cl)(Cl)(Cl)=O.[OH-].[Na+].C(Cl)Cl.[OH-].[Na+].[C:34]([OH:41])(=[O:40])/[CH:35]=[CH:36]/[C:37]([OH:39])=[O:38]>C(O)C>[C:34]([OH:41])(=[O:40])/[CH:35]=[CH:36]/[C:37]([OH:39])=[O:38].[CH3:18][C:17]1[C:11]2[N:10]([C:9]([C:6]3[CH:7]=[CH:8][C:3]([C:2]([F:21])([F:20])[F:1])=[CH:4][CH:5]=3)=[CH:13][CH:12]=2)[CH2:14][CH2:15][N:16]=1 |f:2.3,4.5.6,9.10|. Procedure: N-[2-[2-[4-(Trifluoromethyl)phenyl]-pyrrol-1-yl]ethyl]acetamide (5.4 g) was treated with 25 ml of phosphorus oxychloride under argon and boiled for 1 hour while stirring. The reaction mixture was hydrolyzed at 0° C. with 100 ml of 2N sodium hydroxide solution and 150 ml of 28% sodium hydroxide methylene chloride (1×300 ml, 2×100 ml). The organic extracts were combined, dried with MgSO4 and freed from solvent. 2.5 g of a total of 5.0 g of crude product was dissolved in a 30-fold amount of ethanol... Reactants: OB(O)C1=Cc2ccccc2C1, ClCCl, c1ccc2[nH]cnc2c1. Yields the product C1=C(n2cnc3ccccc32)Cc2ccccc21. RXN SMILES: [CH2:1]1[C:2]([B:10]([OH:11])[OH:12])=[CH:3][c:4]2[cH:5][cH:6][cH:7][cH:8][c:9]21.[Cl:22][CH2:23][Cl:24].[n:13]1[cH:14][nH:15][c:16]2[c:17]1[cH:18][cH:19][cH:20][cH:21]2>>[CH2:1]1[C:2]([n:13]2[cH:14][n:15][c:16]3[c:17]2[cH:18][cH:19][cH:20][cH:21]3)=[CH:3][c:4]2[cH:5][cH:6][cH:7][cH:8][c:9]21. Reactants: [Al+3], [H-], [H-], [H-], [H-], [Li+], C1CCOC1, CCOC(=O)C(C)=Cc1ccc(Cc2cccnc2)cc1. The product is CC(=Cc1ccc(Cc2cccnc2)cc1)CO. Reaction SMILES: [Al+3:23].[H-:22].[H-:25].[H-:26].[H-:27].[Li+:24].[O:28]1[CH2:29][CH2:30][CH2:31][CH2:32]1.[n:1]1[cH:2][c:3]([CH2:7][c:8]2[cH:9][cH:10][c:11]([CH:14]=[C:15]([C:16](=[O:17])[O:18][CH2:19][CH3:20])[CH3:21])[cH:12][cH:13]2)[cH:4][cH:5][cH:6]1>>[n:1]1[cH:2][c:3]([CH2:7][c:8]2[cH:9][cH:10][c:11]([CH:14]=[C:15]([CH2:16][OH:17])[CH3:21])[cH:12][cH:13]2)[cH:4][cH:5][cH:6]1. Reactants: [OH-].[Na+] (sodium hydroxide), [Li] (lithium), ClC1=CC=C(C=C1)C=1OC2=C(C1N1CCN(CC1)C(CCCCCCCC)=O)C=CC=C2 (1-(2-p-chlorophenyl-3-benzofuryl)-4-pelargonylpiperazine), ice, O1CCCC1 (tetrahydrofuran). The solvent is O (water), O (water), C(C)OCC (diethyl ether), C(C)OCC (diethyl ether). Yields the product Cl.ClC1=CC=C(C=C1)C=1OC2=C(C1N1CCN(CC1)CCCCCCCCC)C=CC=C2 (1-(2-p-chlorophenyl-3-benzofuryl)-4-n-nonylpiperazine hydrochloride). Reaction SMILES: [Li].[Cl:2][C:3]1[CH:8]=[CH:7][C:6]([C:9]2[O:10][C:11]3[CH:33]=[CH:32][CH:31]=[CH:30][C:12]=3[C:13]=2[N:14]2[CH2:19][CH2:18][N:17]([C:20](=O)[CH2:21][CH2:22][CH2:23][CH2:24][CH2:25][CH2:26][CH2:27][CH3:28])[CH2:16][CH2:15]2)=[CH:5][CH:4]=1.O1CCCC1.[OH-].[Na+]>C(OCC)C.O>[ClH:2].[Cl:2][C:3]1[CH:8]=[CH:7][C:6]([C:9]2[O:10][C:11]3[CH:33]=[CH:32][CH:31]=[CH:30][C:12]=3[C:13]=2[N:14]2[CH2:15][CH2:16][N:17]([CH2:20][CH2:21][CH2:22][CH2:23][CH2:24][CH2:25][CH2:26][CH2:27][CH3:28])[CH2:18][CH2:19]2)=[CH:5][CH:4]=1 |f:3.4,7.8,^1:0|. Procedure details: To the suspension of 9.3 g of lithium aluminumhydride in 200 ml of diethyl ether (anhydr.) is added dropwise the solution of 73.3 g of 1-(2-p-chlorophenyl-3-benzofuryl)-4-pelargonylpiperazine in the mixture of 500 ml of diethyl ether and 200 ml of tetrahydrofuran while stirring at 0°. After addition, the suspension is stirred at ambient temperature for 15 hours, then cooled again to 0° and successively combined with 9.3 ml of water, 9.3 ml of 15% aqueous sodium hydroxide and 27.9 ml of water. Th... The reactants are ClCC1=NN(C(=N1)C1=CC=CC=C1)C (3-chloromethyl-1-methyl-5-phenyl-1,2,4-triazole), OC1=CC=C(C=C1)CCCC#N (4-(4-hydroxyphenyl)butyronitrile). Yields the product CN1N=C(N=C1C1=CC=CC=C1)COC1=CC=C(C=C1)CCCC#N (4-[4-(1-methyl-5-phenyl-1,2,4-triazol-3-ylmethoxy)phenyl]butyronitrile). As a reaction SMILES: Cl[CH2:2][C:3]1[N:7]=[C:6]([C:8]2[CH:13]=[CH:12][CH:11]=[CH:10][CH:9]=2)[N:5]([CH3:14])[N:4]=1.[OH:15][C:16]1[CH:21]=[CH:20][C:19]([CH2:22][CH2:23][CH2:24][C:25]#[N:26])=[CH:18][CH:17]=1>>[CH3:14][N:5]1[C:6]([C:8]2[CH:13]=[CH:12][CH:11]=[CH:10][CH:9]=2)=[N:7][C:3]([CH2:2][O:15][C:16]2[CH:17]=[CH:18][C:19]([CH2:22][CH2:23][CH2:24][C:25]#[N:26])=[CH:20][CH:21]=2)=[N:4]1. Procedure: According to the method described for Reference Example 45, 3-chloromethyl-1-methyl-5-phenyl-1,2,4-triazole was allowed to react with 4-(4-hydroxyphenyl)butyronitrile to give 4-[4-(1-methyl-5-phenyl-1,2,4-triazol-3-ylmethoxy)phenyl]butyronitrile. Recrystallization from dichloromethane-isopropyl ether gave colorless prisms, m.p.106°-107° C.